Dataset: the Open Reaction Database (ORD), a public repository of structured organic reaction records. Task: describe an organic reaction: reactants, conditions, products, and yield Starting materials: Cc1nc2ccc(C(=O)O)cc2n1Cc1ccc(C(F)(F)F)cc1Cl, CCCCCS(=O)(=O)NC(=O)c1ccc2nc(C)n(Cc3ccc(C(F)(F)F)cc3Cl)c2c1. Product: CCCCCS(N)(=O)=O. RXN SMILES: [C:34]([c:35]1[cH:36][cH:37][c:38]2[n:39][c:40]([CH3:41])[n:42]([CH2:43][c:44]3[cH:45][cH:46][c:47]([C:48]([F:49])([F:50])[F:51])[cH:52][c:53]3[Cl:54])[c:55]2[cH:56]1)([OH:57])=[O:58].[Cl:1][c:2]1[cH:3][c:4]([C:5]([F:6])([F:7])[F:8])[cH:9][cH:10][c:11]1[CH2:12][n:13]1[c:14]2[cH:24][c:25]([C:26]([NH:15][S:16](=[O:17])(=[O:18])[CH2:19][CH2:20][CH2:21][CH2:22][CH3:23])=[O:27])[cH:28][cH:29][c:30]2[n:31][c:32]1[CH3:33]>>[NH2:15][S:16](=[O:17])(=[O:18])[CH2:19][CH2:20][CH2:21][CH2:22][CH3:23]. As a reaction SMILES: C([O:3][C:4]([C:6]1[N:7]=[N:8][C:9]([O:12][CH2:13][C:14]2[C:15]([C:20]3[CH:25]=[CH:24][CH:23]=[C:22]([F:26])[CH:21]=3)=[N:16][O:17][C:18]=2[CH3:19])=[CH:10][CH:11]=1)=O)C.[CH:27]([NH2:30])([CH3:29])[CH3:28]>>[CH:27]([NH:30][C:4]([C:6]1[N:7]=[N:8][C:9]([O:12][CH2:13][C:14]2[C:15]([C:20]3[CH:25]=[CH:24][CH:23]=[C:22]([F:26])[CH:21]=3)=[N:16][O:17][C:18]=2[CH3:19])=[CH:10][CH:11]=1)=[O:3])([CH3:29])[CH3:28]. Yield: 39.0%. Yields the product C(C)(C)NC(=O)C=1N=NC(=CC1)OCC=1C(=NOC1C)C1=CC(=CC=C1)F (6-[3-(3-Fluoro-phenyl)-5-methyl-isoxazol-4-ylmethoxy]-pyridazine-3-carboxylic acid isopropylamide). Reactants: C(C)OC(=O)C=1N=NC(=CC1)OCC=1C(=NOC1C)C1=CC(=CC=C1)F (6-[3-(3-fluoro-phenyl)-5-methyl-isoxazol-4-ylmethoxy]-pyridazine-3-carboxylic acid ethyl ester), C(C)(C)N (isopropylamine). Procedure details: As described for example 52, 6-[3-(3-fluoro-phenyl)-5-methyl-isoxazol-4-ylmethoxy]-pyridazine-3-carboxylic acid ethyl ester (143 mg, 0.4 mmol) was converted, using isopropylamine instead of ethanolamine, to the title compound (58 mg, 39%) which was obtained as a white solid after recrystallisation from heptane:ethyl acetate. MS: m/e=371.0 [M+H]+. The reactants are BrBr, CC(=O)O, C1COCCO1, CC(=O)C12CC3CC1CC(COCc1ccccc1)(C3)C2, [Na+], [O-]Br, [OH-], O. Product: O=C(O)C12CC3CC1CC(COCc1ccccc1)(C3)C2. RXN SMILES: [Br:3][Br:4].[C:28]([OH:29])(=[O:30])[CH3:31].[CH2:32]1[O:33][CH2:34][CH2:35][O:36][CH2:37]1.[CH2:7]([c:8]1[cH:9][cH:10][cH:11][cH:12][cH:13]1)[O:14][CH2:15][C:16]12[CH2:17][C:18]3([C:25]([CH3:26])=[O:27])[CH2:19][CH:20]([CH2:21][CH:22]3[CH2:23]1)[CH2:24]2.[Na+:2].[O-:5][Br:6].[OH-:1].[OH2:38]>>[CH2:7]([c:8]1[cH:9][cH:10][cH:11][cH:12][cH:13]1)[O:14][CH2:15][C:16]12[CH2:17][C:18]3([C:25](=[O:27])[OH:30])[CH2:19][CH:20]([CH2:21][CH:22]3[CH2:23]1)[CH2:24]2. The reactants are C1COCCO1, CB(O)O, CC1CCC(C)N1C(=O)CCC1(c2ccc(Cl)cc2)c2cc(OS(=O)(=O)C(F)(F)F)ccc2-c2nccn21, [K+], [K+], O=C([O-])[O-], O. Product: Cc1ccc2c(c1)C(CCC(=O)N1C(C)CCC1C)(c1ccc(Cl)cc1)n1ccnc1-2. As a reaction SMILES: [CH2:50]1[O:51][CH2:52][CH2:53][O:54][CH2:55]1.[CH3:39][B:40]([OH:41])[OH:42].[F:1][C:2]([F:3])([F:4])[S:5]([O:6][c:7]1[cH:8][c:9]2[c:13]([cH:14][cH:15]1)-[c:12]1[n:11]([cH:18][cH:17][n:16]1)[C:10]2([CH2:19][CH2:20][C:21](=[O:22])[N:23]1[CH:24]([CH3:29])[CH2:25][CH2:26][CH:27]1[CH3:28])[c:30]1[cH:31][cH:32][c:33]([Cl:36])[cH:34][cH:35]1)(=[O:37])=[O:38].[K+:43].[K+:44].[O-:45][C:46]([O-:47])=[O:48].[OH2:49]>>[c:7]1([CH3:39])[cH:8][c:9]2[c:13]([cH:14][cH:15]1)-[c:12]1[n:11]([cH:18][cH:17][n:16]1)[C:10]2([CH2:19][CH2:20][C:21](=[O:22])[N:23]1[CH:24]([CH3:29])[CH2:25][CH2:26][CH:27]1[CH3:28])[c:30]1[cH:31][cH:32][c:33]([Cl:36])[cH:34][cH:35]1. Reactants: BrB(Br)Br, COc1ccc2[nH]ncc2c1C, ClCCl, [Na+], O=C([O-])O. Product: Cc1c(O)ccc2[nH]ncc12. Reaction SMILES: [B:1]([Br:2])([Br:3])[Br:4].[CH3:5][O:6][c:7]1[c:8]([CH3:16])[c:9]2[cH:10][n:11][nH:12][c:13]2[cH:14][cH:15]1.[Cl:22][CH2:23][Cl:24].[Na+:17].[OH:18][C:19](=[O:20])[O-:21]>>[OH:6][c:7]1[c:8]([CH3:16])[c:9]2[cH:10][n:11][nH:12][c:13]2[cH:14][cH:15]1.